Dataset: the Open Reaction Database (ORD), a public repository of structured organic reaction records. Task: describe an organic reaction: reactants, conditions, products, and yield Reactants: CC(CO)CCCC1(C)OCC2(CCC1OCc1ccccc1)OCCO2, ClCCl, O=[Cr](=O)=O, c1ccncc1. Yields the product CC(C=O)CCCC1(C)OCC2(CCC1OCc1ccccc1)OCCO2. RXN SMILES: [CH2:11]([c:12]1[cH:13][cH:14][cH:15][cH:16][cH:17]1)[O:18][CH:19]1[C:20]([CH2:30][CH2:31][CH2:32][CH:33]([CH2:34][OH:35])[CH3:36])([CH3:37])[O:21][CH2:22][C:23]2([CH2:24][CH2:25]1)[O:26][CH2:27][CH2:28][O:29]2.[CH2:38]([Cl:39])[Cl:40].[O:7]=[Cr:8](=[O:9])=[O:10].[cH:1]1[cH:2][cH:3][n:4][cH:5][cH:6]1>>[CH2:11]([c:12]1[cH:13][cH:14][cH:15][cH:16][cH:17]1)[O:18][CH:19]1[C:20]([CH2:30][CH2:31][CH2:32][CH:33]([CH:34]=[O:35])[CH3:36])([CH3:37])[O:21][CH2:22][C:23]2([CH2:24][CH2:25]1)[O:26][CH2:27][CH2:28][O:29]2. Reactants: CC(C)Cc1cc2c(NC3CCNCC3)ncnc2s1, CC(OS(C)(=O)=O)c1c(F)cccc1F. Product: CC(C)Cc1cc2c(NC3CCN(C(C)c4c(F)cccc4F)CC3)ncnc2s1. Reaction SMILES: [CH2:1]([CH:2]([CH3:3])[CH3:4])[c:5]1[cH:6][c:7]2[c:8]([n:9][cH:10][n:11][c:12]2[NH:13][CH:14]2[CH2:15][CH2:16][NH:17][CH2:18][CH2:19]2)[s:20]1.[CH3:21][S:22]([O:23][CH:26]([CH3:27])[c:28]1[c:29]([F:35])[cH:30][cH:31][cH:32][c:33]1[F:34])(=[O:24])=[O:25]>>[CH2:1]([CH:2]([CH3:3])[CH3:4])[c:5]1[cH:6][c:7]2[c:8]([n:9][cH:10][n:11][c:12]2[NH:13][CH:14]2[CH2:15][CH2:16][N:17]([CH:26]([CH3:27])[c:28]3[c:29]([F:35])[cH:30][cH:31][cH:32][c:33]3[F:34])[CH2:18][CH2:19]2)[s:20]1.